From a dataset of the Open Reaction Database (ORD), a public repository of structured organic reaction records. describe an organic reaction: reactants, conditions, products, and yield The reactants are COCCBr, O=C([O-])[O-], Cc1cc(C)n(-c2nc(Nc3ccccc3)c3nc[nH]c3n2)n1, CC#N, [K+], [K+], O. Product: COCCn1cnc2c(Nc3ccccc3)nc(-n3nc(C)cc3C)nc21. Reaction SMILES: [Br:24][CH2:25][CH2:26][O:27][CH3:28].[C:29](=[O:30])([O-:31])[O-:32].[CH3:1][c:2]1[n:3][n:4](-[c:8]2[n:9][c:10]([NH:17][c:18]3[cH:19][cH:20][cH:21][cH:22][cH:23]3)[c:11]3[n:12][cH:13][nH:14][c:15]3[n:16]2)[c:5]([CH3:7])[cH:6]1.[CH3:35][C:36]#[N:37].[K+:33].[K+:34].[OH2:38]>>[CH3:1][c:2]1[n:3][n:4](-[c:8]2[n:9][c:10]([NH:17][c:18]3[cH:19][cH:20][cH:21][cH:22][cH:23]3)[c:11]3[n:12][cH:13][n:14]([CH2:25][CH2:26][O:27][CH3:28])[c:15]3[n:16]2)[c:5]([CH3:7])[cH:6]1.